From a dataset of the Open Reaction Database (ORD), a public repository of structured organic reaction records. describe an organic reaction: reactants, conditions, products, and yield Reactants: O1NC(NC(C1)=S)=O (6H-1,2,4-oxadiazin-3(2H)-one-5(4H)-thione), N1C=NC=C1 (imidazole). Solvent: O1CCOCC1 (dioxane). Conditions: time 17 hour. The product is N1(C=NC=C1)C1=NC(NOC1)=O (5-(1H-imidazol-1-yl)-6H-1,2,4-oxadiazin-3(2H)-one). The yield is 56.2%. RXN SMILES: [O:1]1[CH2:6][C:5](=S)[NH:4][C:3](=[O:8])[NH:2]1.[NH:9]1[CH:13]=[CH:12][N:11]=[CH:10]1>O1CCOCC1>[N:9]1([C:5]2[CH2:6][O:1][NH:2][C:3](=[O:8])[N:4]=2)[CH:13]=[CH:12][N:11]=[CH:10]1. Reported procedure: To a solution of 1.0 g (0.0075 mole) of 6H-1,2,4-oxadiazin-3(2H)-one-5(4H)-thione in 50 ml of freshly distilled dry dioxane is added 0.52 g (0.0077 mole) of imidazole. After stirring at room temperature for 17 hours, the solution is filtered, washed with chloroform and dried to give a yield of 0.7 g (56 percent) of 5-(1H-imidazol-1-yl)-6H-1,2,4-oxadiazin-3(2H)-one. The reactants are [H][H] (hydrogen), C1(=CC=CC=C1)COC=1C=C2C=CN(C2=CC1)CC1=CC=NC=C1 (5-phenylmethoxy-1-(4-pyridinylmethyl)-1H-indole). Reagents/catalysts: [Pd] (Pd/C). Run in C(C)O (ethanol), C(C)O (ethanol). Product: N1=CC=C(C=C1)CN1C=CC2=CC(=CC=C12)O (1-(4-pyridinylmethyl)-1H-indol-5-ol). Reaction SMILES: C1(C[O:8][C:9]2[CH:10]=[C:11]3[C:15](=[CH:16][CH:17]=2)[N:14]([CH2:18][C:19]2[CH:24]=[CH:23][N:22]=[CH:21][CH:20]=2)[CH:13]=[CH:12]3)C=CC=CC=1.[H][H]>C(O)C.[Pd]>[N:22]1[CH:21]=[CH:20][C:19]([CH2:18][N:14]2[C:15]3[C:11](=[CH:10][C:9]([OH:8])=[CH:17][CH:16]=3)[CH:12]=[CH:13]2)=[CH:24][CH:23]=1. Procedure: To a suspension of 10% Pd/C (1.5 g) in 50 ml ethanol in a 500 ml Parr hydrogenation bottle, was added a suspension of 5-phenylmethoxy-1-(4-pyridinylmethyl)-1H-indole in 200 ml ethanol. The mixture was shaken at 50° C. under 50 psi hydrogen for one hour, then cooled, filtered, and the filtrate evaporated to a solid, 10 g, dec. 178° C. A sample of this material was eluted on a silica gel column with 2% methanol/dichloromethane via HPLC. The desired fractions were combined and evaporated to yield 2... Reactants: CCOC(=O)c1ccccc1OCC, CCO, NN, O. The product is CCOc1ccccc1C(=O)NN. Reaction SMILES: [CH2:1]([CH3:2])[O:3][c:4]1[c:5]([C:6](=[O:7])[O:8][CH2:9][CH3:10])[cH:11][cH:12][cH:13][cH:14]1.[CH3:18][CH2:19][OH:20].[NH2:16][NH2:17].[OH2:15]>>[CH2:1]([CH3:2])[O:3][c:4]1[c:5]([C:6](=[O:7])[NH:16][NH2:17])[cH:11][cH:12][cH:13][cH:14]1. Reactants: Cl (hydrochloric acid), O.O.O.O.O.O.O.O.O.[S-2].[Na+].[Na+] (sodium sulfide nonahydrate), ice water, ClC1=C(C=NC2=C(C=CC=C12)NC(C1=C(C=CC=C1Cl)Cl)=O)C(=O)OCC (4-chloro-8-(2,6-dichlorobenzoylamino)-3-ethoxycarbonylquinoline). The solvent is CN(C=O)C (dimethylformamide). Reaction conditions: time 1 hour. The product is ClC1=C(C(=O)NC=2C=CC=C3C(=C(C=NC23)C(=O)OCC)S)C(=CC=C1)Cl (8-(2,6-dichlorobenzoylamino)-3-ethoxycarbonyl-4-mercaptoquinoline). Isolated yield 88.0%. As a reaction SMILES: O.O.O.O.O.O.O.O.O.[S-2:10].[Na+].[Na+].Cl[C:14]1[C:23]2[C:18](=[C:19]([NH:24][C:25](=[O:34])[C:26]3[C:31]([Cl:32])=[CH:30][CH:29]=[CH:28][C:27]=3[Cl:33])[CH:20]=[CH:21][CH:22]=2)[N:17]=[CH:16][C:15]=1[C:35]([O:37][CH2:38][CH3:39])=[O:36].Cl>CN(C)C=O>[Cl:33][C:27]1[CH:28]=[CH:29][CH:30]=[C:31]([Cl:32])[C:26]=1[C:25]([NH:24][C:19]1[CH:20]=[CH:21][CH:22]=[C:23]2[C:18]=1[N:17]=[CH:16][C:15]([C:35]([O:37][CH2:38][CH3:39])=[O:36])=[C:14]2[SH:10])=[O:34] |f:0.1.2.3.4.5.6.7.8.9.10.11|. Procedure: To a mixture of sodium sulfide nonahydrate (202 mg) in dimethylformamide (5 ml) was dropwise added 4-chloro-8-(2,6-dichlorobenzoylamino)-3-ethoxycarbonylquinoline (297 mg), and the mixture was stirred for 1 hour at ambient temperature. To the mixture was added ice-water, and the mixture was adjusted to pH 3 with 1N hydrochloric acid. The resulting precipitate was collected by filtration and washed with water to give 8-(2,6-dichlorobenzoylamino)-3-ethoxycarbonyl-4-mercaptoquinoline (260 mg). Starting materials: Br (HBr), CC(C(=O)C=1C=CC=C(C1)Cl)NC(C)(C)C (bupropion), 20. The solvent is C(C)(C)O (isopropanol). Reaction conditions: temperature 32.5 celsius, time 1 hour. Yields the product CC(C(=O)C=1C=CC=C(C1)Cl)NC(C)(C)C.Br (bupropion hydrobromide). Yield: 74.8%. As a reaction SMILES: [CH3:1][CH:2]([NH:12][C:13]([CH3:16])([CH3:15])[CH3:14])[C:3]([C:5]1[CH:6]=[CH:7][CH:8]=[C:9]([Cl:11])[CH:10]=1)=[O:4].[BrH:17]>C(O)(C)C>[CH3:1][CH:2]([NH:12][C:13]([CH3:14])([CH3:16])[CH3:15])[C:3]([C:5]1[CH:6]=[CH:7][CH:8]=[C:9]([Cl:11])[CH:10]=1)=[O:4].[BrH:17] |f:3.4|. Reported procedure: A 250 ml flask equipped with overhead stirrer and gas inlet was charged with 34 g of bupropion base and 138 ml of isopropanol. The solution was maintained under stirring while 13 g of gaseous HBr was introduced through the gas inlet in a time of 20′ while the internal temperature of the mixture raises from 25 to 40° C. During the gas addition a heavy white precipitate formed. At the end of the gas addition the temperature of the mixture was raised to reflux (80° C.), to get complete solution of ... The reactants are [C+4], C, CN(C)C=O, Clc1ccnc2ccccc12, [H][H], O=[N+]([O-])c1ccccc1Oc1ccnc2ccccc12, [OH-], [OH-], [OH-], [OH-], [OH-], [OH-], [Pd+2], [Pd], c1ccc2ncncc2c1. The product is Nc1ccccc1Oc1ccnc2ccccc12. Reaction SMILES: [C+4:44].[C:52].[CH3:54][N:55]([CH3:56])[CH:57]=[O:58].[Cl:1][c:2]1[c:3]2[c:4]([cH:5][cH:6][cH:7][cH:8]2)[n:9][cH:10][cH:11]1.[H:42][H:43].[N+:22]([O-:23])(=[O:24])[c:25]1[c:26]([O:27][c:28]2[cH:29][cH:30][n:31][c:32]3[cH:33][cH:34][cH:35][cH:36][c:37]23)[cH:38][cH:39][cH:40][cH:41]1.[OH-:45].[OH-:47].[OH-:48].[OH-:49].[OH-:50].[OH-:51].[Pd+2:46].[Pd:53].[cH:12]1[cH:13][c:14]2[c:15]([n:16][cH:17][n:18][cH:19]2)[cH:20][cH:21]1>>[NH2:22][c:25]1[c:26]([O:27][c:28]2[cH:29][cH:30][n:31][c:32]3[cH:33][cH:34][cH:35][cH:36][c:37]23)[cH:38][cH:39][cH:40][cH:41]1. Reactants: CC(C)=CC(C=C(C)C)=O (phorone), CC(C)=CC(C=C(C)C)=O (phorone), N (ammonia). Run in CC(=O)C (acetone). Product: CC1(CC(=O)CC(N1)(C)C)C (triacetone amine). Yield: 70.0%. As a reaction SMILES: [CH3:1][C:2](=[CH:4][C:5](=[O:10])[CH:6]=[C:7]([CH3:9])[CH3:8])[CH3:3].[NH3:11]>CC(C)=O>[CH3:1][C:2]1([CH3:3])[NH:11][C:7]([CH3:9])([CH3:8])[CH2:6][C:5](=[O:10])[CH2:4]1. Procedure details: Heinz Annalen der Chemie 203 336 (1880) converts acetone to phorone in about 30% yield, and reacts phorone with ammonia to form triacetone amine in 70% yield. Starting materials: CCOC(=O)C(Cl)OCC, COc1ccc(-c2cc[nH]n2)cc1. Yields the product CCOC(=O)C(OCC)n1ccc(-c2ccc(OC)cc2)n1. Reaction SMILES: [CH2:14]([CH3:15])[O:16][C:17]([CH:18]([O:19][CH2:20][CH3:21])[Cl:22])=[O:23].[CH3:1][O:2][c:3]1[cH:4][cH:5][c:6](-[c:9]2[n:10][nH:11][cH:12][cH:13]2)[cH:7][cH:8]1>>[CH3:1][O:2][c:3]1[cH:4][cH:5][c:6](-[c:9]2[n:10][n:11]([CH:18]([C:17]([O:16][CH2:14][CH3:15])=[O:23])[O:19][CH2:20][CH3:21])[cH:12][cH:13]2)[cH:7][cH:8]1.